This data is from the Open Reaction Database (ORD), a public repository of structured organic reaction records. The task is: describe an organic reaction: reactants, conditions, products, and yield The reactants are CCOC(=O)Cc1ccc(N2C(=O)c3c(c(OCC)c4ccccc4c3OCC)C2=O)cc1, CC(=O)O, [Zn]. Product: CCOC(=O)Cc1ccc(N2Cc3c(c(OCC)c4ccccc4c3OCC)C2=O)cc1. Reaction SMILES: [CH2:1]([CH3:2])[O:3][c:4]1[c:5]2[c:6]([c:7]([O:27][CH2:28][CH3:29])[c:8]3[c:12]1[C:11](=[O:13])[N:10]([c:14]1[cH:15][cH:16][c:17]([CH2:20][C:21](=[O:22])[O:23][CH2:24][CH3:25])[cH:18][cH:19]1)[C:9]3=[O:26])[cH:30][cH:31][cH:32][cH:33]2.[CH3:34][C:35](=[O:36])[OH:37].[Zn:38]>>[CH2:1]([CH3:2])[O:3][c:4]1[c:5]2[c:6]([c:7]([O:27][CH2:28][CH3:29])[c:8]3[c:12]1[CH2:11][N:10]([c:14]1[cH:15][cH:16][c:17]([CH2:20][C:21](=[O:22])[O:23][CH2:24][CH3:25])[cH:18][cH:19]1)[C:9]3=[O:26])[cH:30][cH:31][cH:32][cH:33]2. The reactants are ClC1=C(C=CC=C1Cl)[N+](=O)[O-] (2,3-dichloronitrobenzene), NC1=CC=C(C=C1)CCO (4-aminophenylethyl alcohol). Yields the product ClC1=C(NC2=CC=C(C=C2)CCO)C(=CC=C1)[N+](=O)[O-] (2-[4-(2-Chloro-6-nitroanilino)phenyl]ethanol). RXN SMILES: Cl[C:2]1[C:7]([Cl:8])=[CH:6][CH:5]=[CH:4][C:3]=1[N+:9]([O-:11])=[O:10].[NH2:12][C:13]1[CH:18]=[CH:17][C:16]([CH2:19][CH2:20][OH:21])=[CH:15][CH:14]=1>>[Cl:8][C:7]1[CH:6]=[CH:5][CH:4]=[C:3]([N+:9]([O-:11])=[O:10])[C:2]=1[NH:12][C:13]1[CH:18]=[CH:17][C:16]([CH2:19][CH2:20][OH:21])=[CH:15][CH:14]=1. Procedure: The title compound was prepared according to the procedure described in step 3 of Example 1 from 2,3-dichloronitrobenzene and 4-aminophenylethyl alcohol. Starting materials: CCOC(=O)C=C(C)C=CC(F)=C(C)c1cc2c(c(Br)c1OC(C)C)C(C)(C)CC=C2C(C)(C)C, CCO, [Na+], [OH-]. Product: CC(C=CC(F)=C(C)c1cc2c(c(Br)c1OC(C)C)C(C)(C)CC=C2C(C)(C)C)=CC(=O)O. As a reaction SMILES: [Br:1][c:2]1[c:3]([O:32][CH:33]([CH3:34])[CH3:35])[c:4]([C:18](=[C:19]([CH:20]=[CH:21][C:22](=[CH:23][C:24](=[O:25])[O:26][CH2:27][CH3:28])[CH3:29])[F:30])[CH3:31])[cH:5][c:6]2[c:11]1[C:10]([CH3:12])([CH3:13])[CH2:9][CH:8]=[C:7]2[C:14]([CH3:15])([CH3:16])[CH3:17].[CH3:38][CH2:39][OH:40].[Na+:37].[OH-:36]>>[Br:1][c:2]1[c:3]([O:32][CH:33]([CH3:34])[CH3:35])[c:4]([C:18](=[C:19]([CH:20]=[CH:21][C:22](=[CH:23][C:24](=[O:25])[OH:26])[CH3:29])[F:30])[CH3:31])[cH:5][c:6]2[c:11]1[C:10]([CH3:12])([CH3:13])[CH2:9][CH:8]=[C:7]2[C:14]([CH3:15])([CH3:16])[CH3:17]. Reaction SMILES: I[CH:2]1[CH2:7][CH2:6][N:5]([C:8]([O:10][C:11]([CH3:14])([CH3:13])[CH3:12])=[O:9])[CH2:4][CH2:3]1.C1(C=CC(O)=CC=1)O.Br[C:24]1[CH:29]=[CH:28][N:27]=[CH:26][CH:25]=1.O1C=CC=C1P(C1OC=CC=1)C1OC=CC=1>CN(C)C=O.[Zn].C1C=CC(/C=C/C(/C=C/C2C=CC=CC=2)=O)=CC=1.C1C=CC(/C=C/C(/C=C/C2C=CC=CC=2)=O)=CC=1.C1C=CC(/C=C/C(/C=C/C2C=CC=CC=2)=O)=CC=1.[Pd].[Pd].ClCCl>[N:27]1[CH:28]=[CH:29][C:24]([CH:2]2[CH2:7][CH2:6][N:5]([C:8]([O:10][C:11]([CH3:14])([CH3:13])[CH3:12])=[O:9])[CH2:4][CH2:3]2)=[CH:25][CH:26]=1 |f:6.7.8.9.10|. Yields the product N1=CC=C(C=C1)C1CCN(CC1)C(=O)OC(C)(C)C (tert-Butyl 4-(4-pyridinyl)-1-piperidinecarboxylate). Run at temperature 60 celsius, time 30 minute. Starting materials: BrC1=CC=NC=C1 (4-Bromopyridine), O1C(=CC=C1)P(C=1OC=CC1)C=1OC=CC1 (tri(2-furyl)phosphine), IC1CCN(CC1)C(=O)OC(C)(C)C (tert-Butyl 4-iodo-1-piperidinecarboxylate), C1(O)=CC=C(O)C=C1 (hydroquinone). Reagents/catalysts: C=1C=CC(=CC1)/C=C/C(=O)/C=C/C2=CC=CC=C2.C=1C=CC(=CC1)/C=C/C(=O)/C=C/C2=CC=CC=C2.C=1C=CC(=CC1)/C=C/C(=O)/C=C/C2=CC=CC=C2.[Pd].[Pd] (tris(dibenzylideneacetone)dipalladium), [Zn] (zinc). Run in CN(C=O)C (N,N-dimethylformamide), CN(C=O)C (N,N-dimethylformamide), CN(C=O)C (N,N-dimethylformamide), ClCCl (Dichloromethane). Procedure: Dichloromethane (0.1 ml) was added to a suspension of zinc (2 g, 31.7 mmol) in N,N-dimethylformamide (5 ml), and the mixture warmed until gas evolution occurred. tert-Butyl 4-iodo-1-piperidinecarboxylate (EP 1078928) (4.9 g, 15.8 mmol), and hydroquinone (35 mg, 0.32 mmol) in N,N-dimethylformamide (5 ml) was added, and the mixture warmed until an exotherm was evident. 4-Bromopyridine (1 g, 6.33 mmol), tris(dibenzylideneacetone)dipalladium (0) (73 mg, 0.127 mmol) and tri(2-furyl)phosphine (59 mg, ...